The task is: describe an organic reaction: reactants, conditions, products, and yield. This data is from the Open Reaction Database (ORD), a public repository of structured organic reaction records. The reactants are COC(=O)C=1C=2C=CN(C2C=CC1)CCOC1OCCCC1 (1-[2-(Tetrahydro-pyran-2-yloxy)-ethyl]-1H-indole-4-carboxylic acid methyl ester), O.C1(=CC=C(C=C1)S(=O)(=O)O)C (p-toluenesulfonic acid monohydrate). Run in CO (MeOH). Conditions: time 16 hour. Product: COC(=O)C=1C=2C=CN(C2C=CC1)CCO (1-(2-Hydroxy-ethyl)-1H-indole-4-carboxylic acid methyl ester). RXN SMILES: [CH3:1][O:2][C:3]([C:5]1[C:6]2[CH:7]=[CH:8][N:9]([CH2:14][CH2:15][O:16]C3CCCCO3)[C:10]=2[CH:11]=[CH:12][CH:13]=1)=[O:4].O.C1(C)C=CC(S(O)(=O)=O)=CC=1>CO>[CH3:1][O:2][C:3]([C:5]1[C:6]2[CH:7]=[CH:8][N:9]([CH2:14][CH2:15][OH:16])[C:10]=2[CH:11]=[CH:12][CH:13]=1)=[O:4] |f:1.2|. Procedure details: To a solution of 1-[2-(Tetrahydro-pyran-2-yloxy)-ethyl]-1H-indole-4-carboxylic acid methyl ester (120 mg, 0.396 mmol) in MeOH (10 ml) is added p-toluenesulfonic acid monohydrate (7.25 mg, 0.04 mmol). The reaction is stirred at room temperature for 16 hours and the solvent is removed in vacuo. The residue is dissolved in MeOH (3 ml) and loaded onto a 1 g PEAX cartridge washed with MeOH (20 ml). The filtrate is concentrated in vacuo to give 1-(2-Hydroxy-ethyl)-1H-indole-4-carboxylic acid methyl es... Procedure: (5-(4,5-dimethyl-1,3-thiazol-2-yl)-2,4-bis(methyloxy)pyrimidine) (Prep14, 118 mg, 0.470 mmol) in HCl (5.87 ml, 23.48 mmol) 4M in dioxane was stirred in a closed tube at 90° C. for 1.5 hour. Then the mixture was cooled to rt and the solvent evaporated under vacuum to afford the title compound as a pale grey solid (153 mg) The solvent is O1CCOCC1 (dioxane). Product: CC=1N=C(SC1C)C=1C(NC(NC1)=O)=O (5-(4,5-dimethyl-1,3-thiazol-2-yl)-2,4(1H,3H)-pyrimidinedione). As a reaction SMILES: [CH3:1][C:2]1[N:3]=[C:4]([C:8]2[C:9]([O:16]C)=[N:10][C:11]([O:14]C)=[N:12][CH:13]=2)[S:5][C:6]=1[CH3:7].Cl>O1CCOCC1>[CH3:1][C:2]1[N:3]=[C:4]([C:8]2[C:9](=[O:16])[NH:10][C:11](=[O:14])[NH:12][CH:13]=2)[S:5][C:6]=1[CH3:7]. Starting materials: CC=1N=C(SC1C)C=1C(=NC(=NC1)OC)OC (5-(4,5-dimethyl-1,3-thiazol-2-yl)-2,4-bis(methyloxy)pyrimidine), Cl (HCl). Starting materials: C(C1=CC=CC=C1)OC(=O)N[C@@H]1[C@@H](CN(CC1)C(=O)OC(C)(C)C)OC (tert-Butyl cis(±)-4-{[(benzyloxy)carbonyl]amino}-3-methoxypiperidine-1-carboxylate), Cl.C(C)(=O)OCC (hydrochloric acid ethyl acetate). The solvent is CO (methanol). Conditions: time 40 minute. Product: CO[C@@H]1CNCC[C@@H]1NC(OCC1=CC=CC=C1)=O (Benzyl cis(±)-(3-methoxypiperidin-4-yl)-carbamate). RXN SMILES: [CH2:1]([O:8][C:9]([NH:11][C@H:12]1[CH2:17][CH2:16][N:15](C(OC(C)(C)C)=O)[CH2:14][C@H:13]1[O:25][CH3:26])=[O:10])[C:2]1[CH:7]=[CH:6][CH:5]=[CH:4][CH:3]=1.Cl.C(OCC)(=O)C>CO>[CH3:26][O:25][C@H:13]1[C@@H:12]([NH:11][C:9](=[O:10])[O:8][CH2:1][C:2]2[CH:7]=[CH:6][CH:5]=[CH:4][CH:3]=2)[CH2:17][CH2:16][NH:15][CH2:14]1 |f:1.2|. Reported procedure: tert-Butyl cis(±)-4-{[(benzyloxy)carbonyl]amino}-3-methoxypiperidine-1-carboxylate obtained in Example (40a) (4.28 g, 11.7 mmol) was dissolved in methanol (20 mL). A 4 N hydrochloric acid/ethyl acetate solution (60 mL) was added, and the mixture was stirred at room temperature for 40 minutes. The reaction solution was concentrated under reduced pressure and then saturated aqueous sodium bicarbonate solution was added, followed by extraction with THF. The organic layer was dried over anhydrous so... Starting materials: FC1(C(C(C2=CC=CC=C12)O)(C)C)F (3,3-difluoro-2,2-dimethyl-indan-1-ol), N1C=NC(=C1)C(=O)OC (methyl 4-imidazolecarboxylate), C1(=CC=CC=C1)P(C1=CC=CC=C1)C1=CC=CC=C1 (triphenylphosphine), N(=NC(=O)OC(C)(C)C)C(=O)OC(C)(C)C (di-t-butyl azodicarboxylate), Cl (HCl), O1CCOCC1 (dioxane). The solvent is C1CCOC1 (THF). Reaction conditions: temperature 0 celsius, time 6 hour. Product: COC(=O)C=1N(C=NC1)C1C(C(C2=CC=CC=C12)(F)F)(C)C (3-(3,3-difluoro-2,2-dimethyl-indan-1-yl)-3H-imidazole-4-carboxylic acid methyl ester). As a reaction SMILES: [F:1][C:2]1([F:14])[C:10]2[C:5](=[CH:6][CH:7]=[CH:8][CH:9]=2)[CH:4](O)[C:3]1([CH3:13])[CH3:12].[NH:15]1[CH:19]=[C:18]([C:20]([O:22][CH3:23])=[O:21])[N:17]=[CH:16]1.C1(P(C2C=CC=CC=2)C2C=CC=CC=2)C=CC=CC=1.N(C(OC(C)(C)C)=O)=NC(OC(C)(C)C)=O.Cl.O1CCOCC1>C1COCC1>[CH3:23][O:22][C:20]([C:18]1[N:17]([CH:4]2[C:5]3[C:10](=[CH:9][CH:8]=[CH:7][CH:6]=3)[C:2]([F:14])([F:1])[C:3]2([CH3:13])[CH3:12])[CH:16]=[N:15][CH:19]=1)=[O:21]. Procedure details: To a solution of 3,3-difluoro-2,2-dimethyl-indan-1-ol (388 mg, 1.96 mmol) in THF (16 mL) is added methyl 4-imidazolecarboxylate (CAS#17325-26-7, 370 mg, 2.94 mmol), and triphenylphosphine (770 mg, 2.94 mmol). The reaction is cooled to 0° C. and di-t-butyl azodicarboxylate (670 mg, 2.94 mmol) is added. The reaction is placed at room temperature and permitted to stir for six hours and then is heated to 40° C. overnight. The next day the reaction mixture is cooled to 0° C. and quenched with 4 N HCl...